describe an organic reaction: reactants, conditions, products, and yield From a dataset of the Open Reaction Database (ORD), a public repository of structured organic reaction records. Starting materials: C(C)(=O)O (acetic acid), [N+](=O)([O-])C1=C(C=C(C(=C1)C)SC1=CC(=CC=C1)O)C (2-nitro-5-(3-hydroxyphenylthio)-p-xylene). The reagents and catalysts are [Fe] (Fe). The solvent is C(C)O (ethanol), O (H2O). Reaction conditions: temperature 60 celsius. The product is OC=1C=C(C=CC1)SC=1C=C(C(N)=CC1C)C (4-(3-hydroxyphenylthio)-2,5-xylidine). Reaction SMILES: C(O)(=O)C.[N+:5]([C:8]1[CH:13]=[C:12]([CH3:14])[C:11]([S:15][C:16]2[CH:21]=[CH:20][CH:19]=[C:18]([OH:22])[CH:17]=2)=[CH:10][C:9]=1[CH3:23])([O-])=O>C(O)C.O.[Fe]>[OH:22][C:18]1[CH:17]=[C:16]([S:15][C:11]2[CH:10]=[C:9]([CH3:23])[C:8](=[CH:13][C:12]=2[CH3:14])[NH2:5])[CH:21]=[CH:20][CH:19]=1. Reported procedure: 6.3 ml of glacial acetic acid (0.11 moles) are added to a solution of 20 g of the product obtained in Example 4 (0.076 moles) in 328 ml of ethanol and 33 ml of H2O; 29.7 g of Fe in powder form (0.53 moles) are carefully added to the reaction mixture kept under stirring at 60° C. The temperature is brought to 90° C. and the mixture is kept under stirring for 1.5 hours. Starting materials: [NH4+].[OH-] (NH4OH), C(=O)(C(F)(F)F)O (TFA), BrC1=C2C=NC=NC2=C(C=C1)C(Br)Br (5-Bromo-8-(dibromomethyl) quinazoline), CO (MeOH). The reagents and catalysts are [N+](=O)([O-])[O-].[Ag+] (silver nitrate). The solvent is CC(=O)C (Acetone), O (water). Conditions: time 6 hour. Product: BrC1=C2C=NC=NC2=C(C=C1)C=O (5-Bromoquinazoline-8-carbaldehyde). RXN SMILES: [Br:1][C:2]1[CH:11]=[CH:10][C:9]([CH:12](Br)Br)=[C:8]2[C:3]=1[CH:4]=[N:5][CH:6]=[N:7]2.C(O)(C(F)(F)F)=[O:16].CO.[NH4+].[OH-]>CC(C)=O.O.[N+]([O-])([O-])=O.[Ag+]>[Br:1][C:2]1[CH:11]=[CH:10][C:9]([CH:12]=[O:16])=[C:8]2[C:3]=1[CH:4]=[N:5][CH:6]=[N:7]2 |f:3.4,7.8|. Procedure details: To a stirred solution of 5-Bromo-8-(dibromomethyl) quinazoline (61 g, crude mixture) in Acetone (500 mL) and water (100 mL), was added silver nitrate (61 g) in portions at 0° C. The reaction mixture was stirred at RT for 6 h. The reaction completion was confirmed by TLC. The reaction mixture was filtered off and filtrate was extracted with ethyl acetate (3×500 mL). The organic layer was washed with 10% NaHCO3 solution, water and brine solution. The solvent was dried over Na2SO4 and concentrated ... Starting materials: CCOC(=O)C(Cc1ccc2ocnc2c1)NC(=O)OC(C)(C)C, [Li+], C1CCOC1, [OH-], O, O. Product: CC(C)(C)OC(=O)NC(Cc1ccc2ocnc2c1)C(=O)O. Reaction SMILES: [CH2:1]([CH3:2])[O:3][C:4]([CH:5]([CH2:6][c:7]1[cH:8][cH:9][c:10]2[c:11]([n:12][cH:13][o:14]2)[cH:15]1)[NH:16][C:17](=[O:18])[O:19][C:20]([CH3:21])([CH3:22])[CH3:23])=[O:24].[Li+:28].[O:29]1[CH2:30][CH2:31][CH2:32][CH2:33]1.[OH-:27].[OH2:25].[OH2:26]>>[O:3]=[C:4]([CH:5]([CH2:6][c:7]1[cH:8][cH:9][c:10]2[c:11]([n:12][cH:13][o:14]2)[cH:15]1)[NH:16][C:17](=[O:18])[O:19][C:20]([CH3:21])([CH3:22])[CH3:23])[OH:24].